From a dataset of the Open Reaction Database (ORD), a public repository of structured organic reaction records. describe an organic reaction: reactants, conditions, products, and yield Reactants: C1CCOC1, Cl, O=C1CCc2c(C3OCCO3)cccc2N1c1ccccc1. The product is O=Cc1cccc2c1CCC(=O)N2c1ccccc1. As a reaction SMILES: [CH2:24]1[O:25][CH2:26][CH2:27][CH2:28]1.[ClH:1].[O:2]1[CH:3]([c:7]2[c:8]3[c:13]([cH:14][cH:15][cH:16]2)[N:12]([c:17]2[cH:18][cH:19][cH:20][cH:21][cH:22]2)[C:11](=[O:23])[CH2:10][CH2:9]3)[O:6][CH2:5][CH2:4]1>>[O:2]=[CH:3][c:7]1[c:8]2[c:13]([cH:14][cH:15][cH:16]1)[N:12]([c:17]1[cH:18][cH:19][cH:20][cH:21][cH:22]1)[C:11](=[O:23])[CH2:10][CH2:9]2.